From a dataset of the Open Reaction Database (ORD), a public repository of structured organic reaction records. describe an organic reaction: reactants, conditions, products, and yield Yields the product S=C1CNCCN1Cc1ccccc1. As a reaction SMILES: [CH2:1]([c:2]1[cH:3][cH:4][cH:5][cH:6][cH:7]1)[N:8]1[C:9](=[S:21])[CH2:10][N:11]([C:14]([O:15][C:16]([CH3:17])([CH3:18])[CH3:19])=[O:20])[CH2:12][CH2:13]1.[Cl:29][CH2:30][Cl:31].[OH:22][C:23]([C:24]([F:25])([F:26])[F:27])=[O:28]>>[CH2:1]([c:2]1[cH:3][cH:4][cH:5][cH:6][cH:7]1)[N:8]1[C:9](=[S:21])[CH2:10][NH:11][CH2:12][CH2:13]1. The reactants are CC(C)(C)OC(=O)N1CCN(Cc2ccccc2)C(=S)C1, ClCCl, O=C(O)C(F)(F)F. Reactants: NC1=CC(=C(CN2C(=NC=3C2=NC(=CC3)C(=O)OC)C)C=C1)Cl (Methyl 3-(4-amino-2-chlorobenzyl)-2-methyl-3H-imidazo[4,5-b]pyridine-5-carboxylate), COC1OC(CC1)OC (2,5-dimethoxytetrahydrofuran). Run in C(C)(=O)O (acetic acid). Product: ClC1=C(CN2C(=NC=3C2=NC(=CC3)C(=O)OC)C)C=CC(=C1)N1C=CC=C1 (methyl 3-(2-chloro-4-(1-pyrrolyl)benzyl)-2-methyl-3H-imidazo[4,5-b]pyridine-5-carboxylate). Isolated yield 55.7%. RXN SMILES: [NH2:1][C:2]1[CH:22]=[CH:21][C:5]([CH2:6][N:7]2[C:11]3=[N:12][C:13]([C:16]([O:18][CH3:19])=[O:17])=[CH:14][CH:15]=[C:10]3[N:9]=[C:8]2[CH3:20])=[C:4]([Cl:23])[CH:3]=1.CO[CH:26]1[CH2:30][CH2:29][CH:28](OC)O1>C(O)(=O)C>[Cl:23][C:4]1[CH:3]=[C:2]([N:1]2[CH:26]=[CH:30][CH:29]=[CH:28]2)[CH:22]=[CH:21][C:5]=1[CH2:6][N:7]1[C:11]2=[N:12][C:13]([C:16]([O:18][CH3:19])=[O:17])=[CH:14][CH:15]=[C:10]2[N:9]=[C:8]1[CH3:20]. Procedure details: Methyl 3-(4-amino-2-chlorobenzyl)-2-methyl-3H-imidazo[4,5-b]pyridine-5-carboxylate (1.00 g) was dissolved in acetic acid (5.0 ml) and 2,5-dimethoxytetrahydrofuran (420 mg) was added, which was followed by refluxing under heating for 2 hr. The reaction mixture was concentrated under reduced pressure and the residue was applied to silica gel column chromatography and eluted with chloroform:ethyl acetate=3:1. The objective fraction was concentrated under reduced pressure and ethyl acetate (10.0 ml)... Reactants: C(C=C)#N (acrylonitrile), COC=1C=C(C(=O)NCC2=CC(=CC=C2)C(NC2=CC=C3CCNCC3=C2)=O)C=CC1OC (3,4-dimethoxy-N-[3-(1,2,3,4-tetrahydro-isoquinolin-7-ylcarbamoyl)-benzyl]-benzamide), desired material. The solvent is C1(=CC=CC=C1)C (toluene). Run at temperature 80 celsius. The product is C(#N)CCN1CC2=CC(=CC=C2CC1)NC(=O)C=1C=C(CNC(C2=CC(=C(C=C2)OC)OC)=O)C=CC1 (N-{3-[2-(2-Cyano-ethyl)-1,2,3,4-tetrahydro-isoquinolin-7-ylcarbamoyl]-benzyl}-3,4-dimethoxy-benzamide). Yield: 68.2%. Reaction SMILES: [CH3:1][O:2][C:3]1[CH:4]=[C:5]([CH:29]=[CH:30][C:31]=1[O:32][CH3:33])[C:6]([NH:8][CH2:9][C:10]1[CH:15]=[CH:14][CH:13]=[C:12]([C:16](=[O:28])[NH:17][C:18]2[CH:27]=[C:26]3[C:21]([CH2:22][CH2:23][NH:24][CH2:25]3)=[CH:20][CH:19]=2)[CH:11]=1)=[O:7].[C:34](#[N:37])[CH:35]=[CH2:36]>C1(C)C=CC=CC=1>[C:34]([CH2:35][CH2:36][N:24]1[CH2:23][CH2:22][C:21]2[C:26](=[CH:27][C:18]([NH:17][C:16]([C:12]3[CH:11]=[C:10]([CH:15]=[CH:14][CH:13]=3)[CH2:9][NH:8][C:6](=[O:7])[C:5]3[CH:29]=[CH:30][C:31]([O:32][CH3:33])=[C:3]([O:2][CH3:1])[CH:4]=3)=[O:28])=[CH:19][CH:20]=2)[CH2:25]1)#[N:37]. Reported procedure: Dissolved 3,4-dimethoxy-N-[3-(1,2,3,4-tetrahydro-isoquinolin-7-ylcarbamoyl)-benzyl]-benzamide (50.0 mg, 0.12 mmol) in 3 mL of toluene and added acrylonitrile (0.04 mL, 0.600 mmol). The mixture was heated at 80° C. for 2 h. LC-MS indicated the desired material. Concentrated to dryness and applied to a SiO2 prep plate. Eluted with (5% MeOH/1% NH3/CH2Cl2) to give 40.8 mg of N-{3-[2-(2-Cyano-ethyl)-1,2,3,4-tetrahydro-isoquinolin-7-ylcarbamoyl]-benzyl}-3,4-dimethoxy-benzamide. MS, electrospray 499.5 ... Starting materials: CC(C)(C)Nc1ccccc1, C1CCOC1, CC(=O)OC=O, [Na+], [OH-]. Yields the product CC(C)(C)N(C=O)c1ccccc1. RXN SMILES: [C:1]([CH3:2])([CH3:3])([CH3:4])[NH:5][c:6]1[cH:7][cH:8][cH:9][cH:10][cH:11]1.[CH2:20]1[O:21][CH2:22][CH2:23][CH2:24]1.[CH:12](=[O:13])[O:14][C:15](=[O:16])[CH3:17].[Na+:19].[OH-:18]>>[C:1]([CH3:2])([CH3:3])([CH3:4])[N:5]([c:6]1[cH:7][cH:8][cH:9][cH:10][cH:11]1)[CH:12]=[O:13]. Product: CCc1ccc(C(=O)CCCSc2nnnn2C)cc1. Reaction SMILES: [C:8](=[O:9])([O-:10])[O-:11].[CH2:14]([CH3:15])[c:16]1[cH:17][cH:18][c:19]([C:22](=[O:23])[CH2:24][CH2:25][CH2:26][Cl:27])[cH:20][cH:21]1.[CH3:1][n:2]1[n:3][n:4][n:5][c:6]1[SH:7].[CH3:28][C:29](=[O:30])[CH3:31].[K+:12].[K+:13]>>[CH3:1][n:2]1[n:3][n:4][n:5][c:6]1[S:7][CH2:26][CH2:25][CH2:24][C:22]([c:19]1[cH:18][cH:17][c:16]([CH2:14][CH3:15])[cH:21][cH:20]1)=[O:23]. Starting materials: O=C([O-])[O-], CCc1ccc(C(=O)CCCCl)cc1, Cn1nnnc1S, CC(C)=O, [K+], [K+]. Reported procedure: First, one mole of ethanolamine is reacted with each mole of 3,3'-dimethoxy-2,2',4,4',6,6'-hexanitrobiphenyl under the conditions given in example 6 to give 3-methoxy-3'-(2-hydroxyethylamino)-2,2',4,4',6,6'-hexanitrobiphenyl (compound X). Compound X is then reacted with ammonia under the conditions of example 7 to produce 3-amino-3'-(2-hydroxyethylamino)-2,2',4,4',6,6'-hexanitrobiphenyl (compound XI). Compound XI is then nitrated under the conditions of example 8 to produce the product 3-amino-3... Yields the product COC=1C(=C(C(=CC1[N+](=O)[O-])[N+](=O)[O-])C1=C(C(=C(C=C1[N+](=O)[O-])[N+](=O)[O-])NCCO)[N+](=O)[O-])[N+](=O)[O-] (3-methoxy-3'-(2-hydroxyethylamino)-2,2',4,4',6,6'-hexanitrobiphenyl). The reactants are C(O)CN (ethanolamine), COC=1C(=C(C(=CC1[N+](=O)[O-])[N+](=O)[O-])C1=C(C(=C(C=C1[N+](=O)[O-])[N+](=O)[O-])OC)[N+](=O)[O-])[N+](=O)[O-] (3,3'-dimethoxy-2,2',4,4',6,6'-hexanitrobiphenyl). As a reaction SMILES: [CH2:1]([CH2:3][NH2:4])[OH:2].CO[C:7]1[C:8]([N+:36]([O-:38])=[O:37])=[C:9]([C:19]2[C:24]([N+:25]([O-:27])=[O:26])=[CH:23][C:22]([N+:28]([O-:30])=[O:29])=[C:21]([O:31][CH3:32])[C:20]=2[N+:33]([O-:35])=[O:34])[C:10]([N+:16]([O-:18])=[O:17])=[CH:11][C:12]=1[N+:13]([O-:15])=[O:14]>>[CH3:32][O:31][C:21]1[C:20]([N+:33]([O-:35])=[O:34])=[C:19]([C:9]2[C:10]([N+:16]([O-:18])=[O:17])=[CH:11][C:12]([N+:13]([O-:15])=[O:14])=[C:7]([NH:4][CH2:3][CH2:1][OH:2])[C:8]=2[N+:36]([O-:38])=[O:37])[C:24]([N+:25]([O-:27])=[O:26])=[CH:23][C:22]=1[N+:28]([O-:30])=[O:29]. The reactants are OCC1=NC=2C(=NC(=CC2C)C)N1 (2-hydroxymethyl-5,7-dimethyl-3H-imidazo[4,5-b]pyridine), [H-].[Na+] (sodium hydride), IC (iodomethane). Solvent: CN(C=O)C (dimethylformamide). Product: OCC1=NC=2C(=NC(=CC2C)C)N1C (2-Hydroxymethyl-3,5,7-trimethyl-3H-imidazo[4,5-b]pyridine). Isolated yield 53.5%. As a reaction SMILES: [OH:1][CH2:2][C:3]1[NH:13][C:6]2=[N:7][C:8]([CH3:12])=[CH:9][C:10]([CH3:11])=[C:5]2[N:4]=1.[H-].[Na+].I[CH3:17]>CN(C)C=O>[OH:1][CH2:2][C:3]1[N:13]([CH3:17])[C:6]2=[N:7][C:8]([CH3:12])=[CH:9][C:10]([CH3:11])=[C:5]2[N:4]=1 |f:1.2|. Procedure details: A procedure similar to that described in Preparation 15 was repeated, except that 2.6 g of 2-hydroxymethyl-5,7-dimethyl-3H-imidazo[4,5-b]pyridine (prepared as described in Preparation 85), 0.64 g of sodium hydride (as a 55% by weight dispersion in mineral oil), 2.2 g of iodomethane and 80 ml of dimethylformamide were used. After working up the product as described in Preparation 15, the resulting crude product was purified by column chromatography through silica gel, using a 1:6 by volume mixtur... The reactants are ClC1=C(C=CC(=C1)S(=O)(=O)C)C1=CC=C(C=C1)[C@@H](C(F)(F)F)N[C@@H](CC(C)(C)F)C(=O)O (N-{(1S)-1-[2′-chloro-4′-(methylsulfonyl)biphenyl-4-yl]-2,2,2-trifluoroethyl}-4-fluoro-L-leucine), NC(CC1=C(C=C(C#N)C=C1)Cl)C#N (4-(2-amino-2-cyanoethyl)-3-chlorobenzonitrile). The product is ClC1=C(C=CC(=C1)C#N)CC(C#N)NC([C@H](CC(C)(C)F)N[C@H](C(F)(F)F)C1=CC=C(C=C1)C1=C(C=C(C=C1)S(=O)(=O)C)Cl)=O ((S)-2-[(S)-1-(2′-Chloro-4′-methanesulfonyl-biphenyl-4-yl)-2,2,2-trifluoro-ethylamino]-4-fluoro-4-methyl-pentanoic acid [2-(2-chloro-4-cyano-phenyl)-1-cyano-ethyl]-amide). RXN SMILES: [Cl:1][C:2]1[CH:7]=[C:6]([S:8]([CH3:11])(=[O:10])=[O:9])[CH:5]=[CH:4][C:3]=1[C:12]1[CH:17]=[CH:16][C:15]([C@H:18]([NH:23][C@H:24]([C:30]([OH:32])=O)[CH2:25][C:26]([F:29])([CH3:28])[CH3:27])[C:19]([F:22])([F:21])[F:20])=[CH:14][CH:13]=1.[NH2:33][CH:34]([C:45]#[N:46])[CH2:35][C:36]1[CH:43]=[CH:42][C:39]([C:40]#[N:41])=[CH:38][C:37]=1[Cl:44]>>[Cl:44][C:37]1[CH:38]=[C:39]([C:40]#[N:41])[CH:42]=[CH:43][C:36]=1[CH2:35][CH:34]([NH:33][C:30](=[O:32])[C@@H:24]([NH:23][C@@H:18]([C:15]1[CH:14]=[CH:13][C:12]([C:3]2[CH:4]=[CH:5][C:6]([S:8]([CH3:11])(=[O:10])=[O:9])=[CH:7][C:2]=2[Cl:1])=[CH:17][CH:16]=1)[C:19]([F:21])([F:20])[F:22])[CH2:25][C:26]([F:29])([CH3:28])[CH3:27])[C:45]#[N:46]. Reported procedure: (S)-2-[(S)-1-(2′-Chloro-4′-methanesulfonyl-biphenyl-4-yl)-2,2,2-trifluoro-ethylamino]-4-fluoro-4-methyl-pentanoic acid [2-(2-chloro-4-cyano-phenyl)-1-cyano-ethyl]-amide was prepared from N-{(1S)-1-[2′-chloro-4′-(methylsulfonyl)biphenyl-4-yl]-2,2,2-trifluoroethyl}-4-fluoro-L-leucine and 4-(2-amino-2-cyanoethyl)-3-chlorobenzonitrile by following procedures as in step 4 of Example 2.